From a dataset of the Open Reaction Database (ORD), a public repository of structured organic reaction records. describe an organic reaction: reactants, conditions, products, and yield The reactants are C(=O)C1=C(C=NC(=C1)OC)OCC=1C(=NC=CC1)C1=NN(C=C1)CCC(=O)OC (methyl 3-(3-(3-((4-formyl-6-methoxypyridin-3-yloxy)methyl)pyridin-2-yl)-1H-pyrazol-1-yl)propanoate), [OH-].[Na+] (NaOH). Run in CO.C1CCOC1 (MeOH THF). Reaction conditions: time 2 hour. Product: C(=O)C1=C(C=NC(=C1)OC)OCC=1C(=NC=CC1)C1=NN(C=C1)CCC(=O)O (3-(3-(3-((4-formyl-6-methoxypyridin-3-yloxy)methyl)pyridin-2-yl)-1H-pyrazol-1-yl)propanoic acid). Isolated yield 77.6%. Reaction SMILES: [CH:1]([C:3]1[CH:8]=[C:7]([O:9][CH3:10])[N:6]=[CH:5][C:4]=1[O:11][CH2:12][C:13]1[C:14]([C:19]2[CH:23]=[CH:22][N:21]([CH2:24][CH2:25][C:26]([O:28]C)=[O:27])[N:20]=2)=[N:15][CH:16]=[CH:17][CH:18]=1)=[O:2].[OH-].[Na+]>CO.C1COCC1>[CH:1]([C:3]1[CH:8]=[C:7]([O:9][CH3:10])[N:6]=[CH:5][C:4]=1[O:11][CH2:12][C:13]1[C:14]([C:19]2[CH:23]=[CH:22][N:21]([CH2:24][CH2:25][C:26]([OH:28])=[O:27])[N:20]=2)=[N:15][CH:16]=[CH:17][CH:18]=1)=[O:2] |f:1.2,3.4|. Procedure details: To methyl 3-(3-(3-((4-formyl-6-methoxypyridin-3-yloxy)methyl)pyridin-2-yl)-1H-pyrazol-1-yl)propanoate (72 mg, 0.18 mmol, 1 eq.) in a mixture of MeOH/THF (1/6, 6.0 mL) was added NaOH (3 N, 0.6 mL, 1.8 mmol, 10 eq.). The mixture was stirred at rt for 2 h, acidified to pH 3, extracted with EtOAc (3×20 mL). The combined organic layers were dried over Na2SO4 and concentrated to give 3-(3-(3-((4-formyl-6-methoxypyridin-3-yloxy)methyl)pyridin-2-yl)-1H-pyrazol-1-yl)propanoic acid (53.4 mg, 78%) as a whi... Starting materials: FC1=CC(=C(C=C1)C1=CN=C2N1N=CC(=N2)C(C)(C)O)OC (2-[7-(4-fluoro-2-methoxyphenyl)imidazo[1,2-b][1,2,4]triazin-3-yl]propan-2-ol), F[B-](F)(F)F.[H+] (tetrafluoroboric acid), BrN1C(CCC1=O)=O (N-bromosuccinimide). Solvent: C(C)#N (acetonitrile). Reaction conditions: time 16 hour. Yields the product BrC=1C(=CC(=C(C1)C1=CN=C2N1N=CC(=N2)C(C)(C)O)OC)F (2-[7-(5-Bromo-4-fluoro-2-methoxyphenyl)imidazo[1,2-b][1,2,4]triazin-3-yl]propan-2-ol). RXN SMILES: [F:1][C:2]1[CH:7]=[CH:6][C:5]([C:8]2[N:12]3[N:13]=[CH:14][C:15]([C:17]([OH:20])([CH3:19])[CH3:18])=[N:16][C:11]3=[N:10][CH:9]=2)=[C:4]([O:21][CH3:22])[CH:3]=1.F[B-](F)(F)F.[H+].[Br:29]N1C(=O)CCC1=O>C(#N)C>[Br:29][C:7]1[C:2]([F:1])=[CH:3][C:4]([O:21][CH3:22])=[C:5]([C:8]2[N:12]3[N:13]=[CH:14][C:15]([C:17]([OH:20])([CH3:19])[CH3:18])=[N:16][C:11]3=[N:10][CH:9]=2)[CH:6]=1 |f:1.2|. Procedure details: To a cold (−20° C.) solution of 2-[7-(4-fluoro-2-methoxyphenyl)imidazo[1,2-b][1,2,4]triazin-3-yl]propan-2-ol (0.4 g, 1.32 mmol) in acetonitrile (4 ml) under nitrogen was added tetrafluoroboric acid (54 wt % solution in Et2O, 0.21 ml, 1.59 mmol) and then N-bromosuccinimide (0.28 g, 1.59 mmol) slowly such that the internal temperature remained less than −10° C. After addition the cooling bath was removed and the reaction mixture was allowed to warm to room temperature. Stirring at this temperature... Starting materials: O=c1[nH]c2cc(Br)ccc2n2ccc3cccc1c32, COc1ccc(P2(=S)SP(=S)(c3ccc(OC)cc3)S2)cc1, Cc1ccccc1. The product is S=c1[nH]c2cc(Br)ccc2n2ccc3cccc1c32. As a reaction SMILES: [Br:1][c:2]1[cH:3][c:4]2[c:5]([n:6]3[c:7]4[c:8]([c:9](=[O:11])[nH:10]2)[cH:12][cH:13][cH:14][c:15]4[cH:16][cH:17]3)[cH:18][cH:19]1.[CH3:20][O:21][c:22]1[cH:23][cH:24][c:25]([P:26]2(=[S:27])[S:28][P:30](=[S:31])([c:32]3[cH:33][cH:34][c:35]([O:36][CH3:37])[cH:38][cH:39]3)[S:29]2)[cH:40][cH:41]1.[CH3:42][c:43]1[cH:44][cH:45][cH:46][cH:47][cH:48]1>>[Br:1][c:2]1[cH:3][c:4]2[c:5]([n:6]3[c:7]4[c:8]([c:9](=[S:29])[nH:10]2)[cH:12][cH:13][cH:14][c:15]4[cH:16][cH:17]3)[cH:18][cH:19]1. Starting materials: [H-], CI, [Na+], CN(C)C=O, N#Cc1ccc(N(CCNc2ncccn2)CC(F)(F)F)cc1C(F)(F)F. Product: CN(CCN(CC(F)(F)F)c1ccc(C#N)c(C(F)(F)F)c1)c1ncccn1. As a reaction SMILES: [H-:2].[I:30][CH3:31].[Na+:1].[O:32]=[CH:33][N:34]([CH3:35])[CH3:36].[n:3]1[c:4]([NH:9][CH2:10][CH2:11][N:12]([c:13]2[cH:14][c:15]([C:21]([F:22])([F:23])[F:24])[c:16]([C:17]#[N:18])[cH:19][cH:20]2)[CH2:25][C:26]([F:27])([F:28])[F:29])[n:5][cH:6][cH:7][cH:8]1>>[n:3]1[c:4]([N:9]([CH2:10][CH2:11][N:12]([c:13]2[cH:14][c:15]([C:21]([F:22])([F:23])[F:24])[c:16]([C:17]#[N:18])[cH:19][cH:20]2)[CH2:25][C:26]([F:27])([F:28])[F:29])[CH3:31])[n:5][cH:6][cH:7][cH:8]1. The reactants are O (water), [H-].[Na+] (sodium hydride), oil, CN(CCC(O)C1=CC=C(C=C1)Cl)C (α-[2-dimethylamino-ethyl]-4-chlorobenzene methanol), ClC1=CC=C(C=C1)[N+](=O)[O-] (p-chloronitrobenzene). The solvent is CN(C=O)C (dimethylformamide). Reaction conditions: time 45 minute. The product is CN(CCC(C1=CC=C(C=C1)Cl)OC1=CC=C(C=C1)[N+](=O)[O-])C (N,N-dimethyl-γ-(4-nitrophenoxy)-4-chlorobenzene-propanamine). Yield: 116.1%. As a reaction SMILES: [H-].[Na+].[CH3:3][N:4]([CH3:16])[CH2:5][CH2:6][CH:7]([C:9]1[CH:14]=[CH:13][C:12]([Cl:15])=[CH:11][CH:10]=1)[OH:8].Cl[C:18]1[CH:23]=[CH:22][C:21]([N+:24]([O-:26])=[O:25])=[CH:20][CH:19]=1.O>CN(C)C=O>[CH3:16][N:4]([CH3:3])[CH2:5][CH2:6][CH:7]([O:8][C:18]1[CH:23]=[CH:22][C:21]([N+:24]([O-:26])=[O:25])=[CH:20][CH:19]=1)[C:9]1[CH:10]=[CH:11][C:12]([Cl:15])=[CH:13][CH:14]=1 |f:0.1|. Procedure: 2.85 g of sodium hydride in a 50% oil suspension were added at 20° C. to a solution of 6.32 g of α-[2-dimethylamino-ethyl]-4-chlorobenzene methanol in 60 ml of dimethylformamide and 5.1 g of p-chloronitrobenzene were added thereto under nitrogen. The mixture was stirred for 45 minutes and 100 ml of water were added thereto at 25° C. The mixture was extracted with methylene chloride and the organic phase was washed with water, dried and evaporated to dryness to obtain 11.5 g of N,N-dimethyl-γ-(4-... Starting materials: O=C([O-])[O-], CCOCCl, CCCn1c(=O)[nH]c(=O)c2c1ncn2Cc1ccccc1, CN(C)C=O, CO, [K+], [K+], O. The product is CCCn1c(=O)n(COCC)c(=O)c2c1ncn2Cc1ccccc1. RXN SMILES: [C:1](=[O:2])([O-:3])[O-:4].[CH2:28]([CH3:29])[O:30][CH2:31][Cl:32].[CH2:7]([c:8]1[cH:9][cH:10][cH:11][cH:12][cH:13]1)[n:14]1[cH:15][n:16][c:17]2[n:18]([CH2:25][CH2:26][CH3:27])[c:19](=[O:24])[nH:20][c:21](=[O:23])[c:22]12.[CH3:33][N:34]([CH3:35])[CH:36]=[O:37].[CH3:39][OH:40].[K+:5].[K+:6].[OH2:38]>>[CH2:7]([c:8]1[cH:9][cH:10][cH:11][cH:12][cH:13]1)[n:14]1[cH:15][n:16][c:17]2[n:18]([CH2:25][CH2:26][CH3:27])[c:19](=[O:24])[n:20]([CH2:31][O:30][CH2:28][CH3:29])[c:21](=[O:23])[c:22]12. Starting materials: ClC1=CC=C2C=C(N(C2=N1)C)B(O)O (6-chloro-N-methyl-7-aza indole-2-boronic acid), BrC1=NC=CC=C1C=O (bromo-3-pyridine carbaldehyde), C(=O)([O-])[O-].[Na+].[Na+] (Na2CO3). Reagents/catalysts: C=1C=CC(=CC1)[P](C=2C=CC=CC2)(C=3C=CC=CC3)[Pd]([P](C=4C=CC=CC4)(C=5C=CC=CC5)C=6C=CC=CC6)([P](C=7C=CC=CC7)(C=8C=CC=CC8)C=9C=CC=CC9)[P](C=1C=CC=CC1)(C=1C=CC=CC1)C=1C=CC=CC1 (Pd(PPh3)4). Solvent: O1CCOCC1 (dioxane). Reaction conditions: temperature 85 celsius, time 2 hour. Product: ClC1=CC=C2C(=N1)N(C(=C2)C=2C=C(C=NC2)C=O)C (5-(6-Chloro-1-methyl-1H-pyrrolo[2,3-b]pyridin-2-yl)-pyridine-3-carbaldehyde). RXN SMILES: [Cl:1][C:2]1[N:10]=[C:9]2[C:5]([CH:6]=[C:7](B(O)O)[N:8]2[CH3:11])=[CH:4][CH:3]=1.Br[C:16]1[C:21]([CH:22]=[O:23])=[CH:20][CH:19]=[CH:18][N:17]=1.C([O-])([O-])=O.[Na+].[Na+]>O1CCOCC1.C1C=CC([P]([Pd]([P](C2C=CC=CC=2)(C2C=CC=CC=2)C2C=CC=CC=2)([P](C2C=CC=CC=2)(C2C=CC=CC=2)C2C=CC=CC=2)[P](C2C=CC=CC=2)(C2C=CC=CC=2)C2C=CC=CC=2)(C2C=CC=CC=2)C2C=CC=CC=2)=CC=1>[Cl:1][C:2]1[N:10]=[C:9]2[N:8]([CH3:11])[C:7]([C:19]3[CH:20]=[C:21]([CH:22]=[O:23])[CH:16]=[N:17][CH:18]=3)=[CH:6][C:5]2=[CH:4][CH:3]=1 |f:2.3.4,^1:39,41,60,79|. Reported procedure: To 6-chloro-N-methyl-7-aza indole-2-boronic acid (1.00 g, 4.75 mmol) in dioxane (40 mL) under N2 was added 5 bromo-3-pyridine carbaldehyde (0.589 g, 3.17 mmol), aqueous Na2CO3 (2M, 4.75 mL, 9.50 mmol) and polymer bound Pd(PPh3)4 (1.760 g, 0.158 mmol). The reaction was stirred for 2 hours at 85° C. The reaction mixture was cooled to room temperature. The solids were filtered off and the precipitate was washed thoroughly with methanol. The filtrate was concentrated in vacuo to give a brown color o... Reactants: [OH-].[Na+] (sodium hydroxide), O (Water), [Si](C)(C)(C(C)(C)C)OCCCCCCCC#CC1C(CSC2=CC(=CC=C12)OCOC)(C)C1=CC=C(C=C1)OCOC (4-[9-(t-Butyldimethylsilyloxy)-1-nonynyl]-7-methoxymethoxy-3-(4-methoxymethoxyphenyl)-3-methylthiochroman), COCCl (methoxymethyl chloride). The reagents and catalysts are [Cl-].C(CCC)[N+](CCCC)(CCCC)CCCC (tetra-n-butylammonium chloride). Solvent: C(C)O (ethanol). Run at time 1 day. Product: OCCCCCCCCCC1C(CSC2=CC(=CC=C12)OCOC)(C)C1=CC=C(C=C1)OCOC (4-(9-hydroxynonyl)-7-methoxymethoxy-3-(4-methoxymethoxyphenyl)-3-methylthiochroman). Isolated yield 74.9%. RXN SMILES: [Si]([O:8][CH2:9][CH2:10][CH2:11][CH2:12][CH2:13][CH2:14][CH2:15][C:16]#[C:17][CH:18]1[C:27]2[C:22](=[CH:23][C:24]([O:28][CH2:29][O:30][CH3:31])=[CH:25][CH:26]=2)[S:21][CH2:20][C:19]1([C:33]1[CH:38]=[CH:37][C:36]([O:39][CH2:40][O:41][CH3:42])=[CH:35][CH:34]=1)[CH3:32])(C(C)(C)C)(C)C.[OH-].[Na+].COCCl.O>C(O)C.[Cl-].C([N+](CCCC)(CCCC)CCCC)CCC>[OH:8][CH2:9][CH2:10][CH2:11][CH2:12][CH2:13][CH2:14][CH2:15][CH2:16][CH2:17][CH:18]1[C:27]2[C:22](=[CH:23][C:24]([O:28][CH2:29][O:30][CH3:31])=[CH:25][CH:26]=2)[S:21][CH2:20][C:19]1([C:33]1[CH:34]=[CH:35][C:36]([O:39][CH2:40][O:41][CH3:42])=[CH:37][CH:38]=1)[CH3:32] |f:1.2,6.7|. Procedure details: 4-[9-(t-Butyldimethylsilyloxy)-1-nonynyl]-7-methoxymethoxy-3-(4-methoxymethoxyphenyl)-3-methylthiochroman (1.43 g, 2.27 mmol) was dissolved in ethanol (100 ml) and tetrahydrofuran (10 ml), and 20% palladium hydroxide on carbon (500 mg) which had been washed with ethanol was added thereto. The reaction solution was stirred for 1 day under hydrogen (atmospheric pressure). Ethyl acetate was added to the reaction mixture, which was then filtered and concentrated. The concentrate was dissolved in dic... Reactants: COC(=O)C(=O)c1ccc(OCCCc2ccc(F)cc2)cc1, CO, [Na+], [OH-]. Yields the product O=C(O)C(=O)c1ccc(OCCCc2ccc(F)cc2)cc1. Reaction SMILES: [CH3:1][O:2][C:3]([C:4]([c:5]1[cH:6][cH:7][c:8]([O:11][CH2:12][CH2:13][CH2:14][c:15]2[cH:16][cH:17][c:18]([F:21])[cH:19][cH:20]2)[cH:9][cH:10]1)=[O:22])=[O:23].[CH3:24][OH:25].[Na+:27].[OH-:26]>>[O:2]=[C:3]([C:4]([c:5]1[cH:6][cH:7][c:8]([O:11][CH2:12][CH2:13][CH2:14][c:15]2[cH:16][cH:17][c:18]([F:21])[cH:19][cH:20]2)[cH:9][cH:10]1)=[O:22])[OH:23].